Dataset: the Open Reaction Database (ORD), a public repository of structured organic reaction records. Task: describe an organic reaction: reactants, conditions, products, and yield Starting materials: BrCc1ccccc1, CC(CO)NC(=O)OC(C)(C)C, C1CCOC1, CCCC[N+](CCCC)(CCCC)CCCC, [H-], [I-], [Na+], O. Yields the product CC(COCc1ccccc1)NC(=O)OC(C)(C)C. Reaction SMILES: [Br:15][CH2:16][c:17]1[cH:18][cH:19][cH:20][cH:21][cH:22]1.[C:1]([CH3:2])([CH3:3])([CH3:4])[O:5][C:6](=[O:7])[NH:8][CH:9]([CH2:10][OH:11])[CH3:12].[CH2:24]1[O:25][CH2:26][CH2:27][CH2:28]1.[CH2:30]([N+:31]([CH2:32][CH2:33][CH2:34][CH3:35])([CH2:36][CH2:37][CH2:38][CH3:39])[CH2:40][CH2:41][CH2:42][CH3:43])[CH2:44][CH2:45][CH3:46].[H-:13].[I-:29].[Na+:14].[OH2:23]>>[C:1]([CH3:2])([CH3:3])([CH3:4])[O:5][C:6](=[O:7])[NH:8][CH:9]([CH2:10][O:11][CH2:16][c:17]1[cH:18][cH:19][cH:20][cH:21][cH:22]1)[CH3:12].